The task is: describe an organic reaction: reactants, conditions, products, and yield. This data is from the Open Reaction Database (ORD), a public repository of structured organic reaction records. Reactants: solution, IC (iodomethane), O (Water), N1=CN=C(C=C1)N1CCC(CC1)C(=O)OCC (1-(4-pyrimidinyl)-4-(ethoxycarbonyl)piperidine), C(C)(C)[N-]C(C)C.[Li+] (lithium diisopropylamide). Run in C1CCOC1 (THF), O1CCCC1 (tetrahydrofuran). Conditions: time 8 hour. Product: N1=CN=C(C=C1)N1CCC(CC1)(C(=O)OCC)C (1-(4-pyrimidinyl)-4-methyl-4-(ethoxycarbonyl)piperidine). RXN SMILES: [N:1]1[CH:6]=[CH:5][C:4]([N:7]2[CH2:12][CH2:11][CH:10]([C:13]([O:15][CH2:16][CH3:17])=[O:14])[CH2:9][CH2:8]2)=[N:3][CH:2]=1.[CH:18]([N-]C(C)C)(C)C.[Li+].IC.O>O1CCCC1>[N:1]1[CH:6]=[CH:5][C:4]([N:7]2[CH2:12][CH2:11][C:10]([CH3:18])([C:13]([O:15][CH2:16][CH3:17])=[O:14])[CH2:9][CH2:8]2)=[N:3][CH:2]=1 |f:1.2|. Reported procedure: 1-(4-pyrimidinyl)-4-(ethoxycarbonyl)piperidine (400 mg) in 4 ml tetrahydrofuran was cooled to -70° C and treated with a solution of lithium diisopropylamide (1.0 ml in THF), under an argon atmosphere. After stirring 1.5 hours 1.2 ml of a solution of 1 ml iodomethane in 10 ml THF was added and reaction mixture left to reach room temperature overnight. Water added and extracted twice with ethyl acetate. Organic extract washed with brine and dried over magnesium sulphate, filtered and evaporated to... Starting materials: OCCBr, CON=C1C(=NO)Oc2ccccc21, C[O-], CN(C)C=O, [H-], [Na+], [Na+], O. Product: CON=C1C(=NOCCO)Oc2ccccc21. RXN SMILES: [Br:17][CH2:18][CH2:19][OH:20].[CH3:1][O:2][N:3]=[C:4]1[C:5](=[N:13][OH:14])[O:6][c:7]2[c:8]1[cH:9][cH:10][cH:11][cH:12]2.[CH3:21][O-:22].[CH3:24][N:25]([CH3:26])[CH:27]=[O:28].[H-:15].[Na+:16].[Na+:23].[OH2:29]>>[CH3:1][O:2][N:3]=[C:4]1[C:5](=[N:13][O:14][CH2:18][CH2:19][OH:20])[O:6][c:7]2[c:8]1[cH:9][cH:10][cH:11][cH:12]2. Starting materials: CC(C)(C)OC(=O)N1CCN(C2COC2)CC1, ClCCl, O=C(O)C(F)(F)F. Product: C1CN(C2COC2)CCN1. Reaction SMILES: [C:8]([O:9][C:10](=[O:11])[N:15]1[CH2:16][CH2:17][N:18]([CH:21]2[CH2:22][O:23][CH2:24]2)[CH2:19][CH2:20]1)([CH3:12])([CH3:13])[CH3:14].[Cl:25][CH2:26][Cl:27].[F:1][C:2]([F:3])([F:4])[C:5]([OH:6])=[O:7]>>[NH:15]1[CH2:16][CH2:17][N:18]([CH:21]2[CH2:22][O:23][CH2:24]2)[CH2:19][CH2:20]1.